This data is from the Open Reaction Database (ORD), a public repository of structured organic reaction records. The task is: describe an organic reaction: reactants, conditions, products, and yield Reactants: P(=O)(Cl)(Cl)Cl (Phosphorous oxychloride), OC1=C(C=C2C(=N1)C(CC2)(C)C)C#N (2-hydroxy-7,7-dimethyl-6,7-dihydro-5H-cyclopenta[b]pyridine-3-carbonitrile). Run at temperature 27.5 celsius, time 18 hour. The product is ClC1=C(C=C2C(=N1)C(CC2)(C)C)C#N (2-chloro-7,7-dimethyl-6,7-dihydro-5H-cyclopenta[b]pyridine-3-carbonitrile). Isolated yield 78.8%. RXN SMILES: P(Cl)(Cl)([Cl:3])=O.O[C:7]1[N:12]=[C:11]2[C:13]([CH3:17])([CH3:16])[CH2:14][CH2:15][C:10]2=[CH:9][C:8]=1[C:18]#[N:19]>>[Cl:3][C:7]1[N:12]=[C:11]2[C:13]([CH3:17])([CH3:16])[CH2:14][CH2:15][C:10]2=[CH:9][C:8]=1[C:18]#[N:19]. Procedure details: Phosphorous oxychloride (1.9 mL, 24 mmol) was added to 2-hydroxy-7,7-dimethyl-6,7-dihydro-5H-cyclopenta[b]pyridine-3-carbonitrile (0.8 g, 4.3 mmol), obtained in step-1, at 0° C. over a period of about 10 min. The mixture was warmed to a temperature of about 20-35° C. and was heated further to about 80° C. The mixture was stirred at about 80° C. for about 18 h. The reaction mixture was cooled to a temperature of about 20-35° C. and then was poured into crushed ice. The solid which separated out w... Starting materials: C(=O)C1=C(OCCCCC(=O)OCC)C=CC=C1O (ethyl 5-(2-formyl-3-hydroxyphenoxy)pentanoate), Cl (hydrochloric acid). The solvent is [OH-].[Na+] (sodium hydroxide). Reaction conditions: time 30 minute. Product: C(=O)C1=C(OCCCCC(=O)O)C=CC=C1O (5-(2-formyl-3-hydroxyphenoxy)pentanoic acid). As a reaction SMILES: [CH:1]([C:3]1[C:18]([OH:19])=[CH:17][CH:16]=[CH:15][C:4]=1[O:5][CH2:6][CH2:7][CH2:8][CH2:9][C:10]([O:12]CC)=[O:11])=[O:2].Cl>[OH-].[Na+]>[CH:1]([C:3]1[C:18]([OH:19])=[CH:17][CH:16]=[CH:15][C:4]=1[O:5][CH2:6][CH2:7][CH2:8][CH2:9][C:10]([OH:12])=[O:11])=[O:2] |f:2.3|. Procedure: Ethyl 5-(2-formyl-3-hydroxyphenoxy)pentanoate (Example 13) (0.5 g, 0.00188 M) was dissolved in 2 N sodium hydroxide solution (10 ml) and stirred at room temperature (30 minutes). The yellow solution was cooled and acidified with concentrated hydrochloric acid and the precipitated solid filtered off and washed well with water to give 5-(2-formyl-3-hydroxyphenoxy)pentanoic acid, m.p. 98°-99° C. from benzene/petrol, identical (NMR spectrum, melting point and mixed melting point) with the end produc... Starting materials: mixture, C1(=CCCCCCCCCCC1)C(CO)C (2-cyclododecenylpropan-l-ol), [H][H] (hydrogen). The reagents and catalysts are [Ni] (Raney nickel). The solvent is C(C)O (ethanol). Product: C1(CCCCCCCCCCC1)C(CO)C (2-cyclododecylpropan-l-ol). RXN SMILES: [C:1]1([CH:13]([CH3:16])[CH2:14][OH:15])[CH2:12][CH2:11][CH2:10][CH2:9][CH2:8][CH2:7][CH2:6][CH2:5][CH2:4][CH2:3][CH:2]=1.[H][H]>[Ni].C(O)C>[CH:1]1([CH:13]([CH3:16])[CH2:14][OH:15])[CH2:12][CH2:11][CH2:10][CH2:9][CH2:8][CH2:7][CH2:6][CH2:5][CH2:4][CH2:3][CH2:2]1. Procedure: 45 g of the mixture of isomers of 2-cyclododecenylpropan-l-ol from Example 1 were heated for 7 hours at 200° with 2 g of Raney nickel and 10 ml of ethanol in a shaken autoclave with 200 bar of hydrogen After removal of catalyst and solvent, the reaction mixture was distilled. At 105-110° C. and 0.7 mbar, 35 g of 2-cyclododecylpropan-l-ol were obtained. RXN SMILES: Cl[CH2:2][C:3]([N:5]1[C@@H:9]([C:10]#[CH:11])[CH2:8][CH2:7][C@H:6]1[C:12]#[N:13])=[O:4].[NH2:14][C:15]1([CH2:20][OH:21])[CH2:19][CH2:18][CH2:17][CH2:16]1>C(#N)C>[C:10]([C@@H:9]1[N:5]([C:3](=[O:4])[CH2:2][NH:14][C:15]2([CH2:20][OH:21])[CH2:19][CH2:18][CH2:17][CH2:16]2)[C@H:6]([C:12]#[N:13])[CH2:7][CH2:8]1)#[CH:11]. Procedure details: To a stirred solution of (2S,5R)-1-(chloroacetyl)-5-ethynylpyrrolidine-2-carbonitrile (0.030 g, 0.15 mmol, Example 8D) in acetonitrile (1 mL) at room temperature was added 1-amino-1-cyclopentanemethanol (35 mg, 0.31 mmol). The reaction mixture was stirred at room temperature for 18 hours, concentrated under reduced pressure and purified by flash chromatography with 3% methanol:dichloromethane to provide the titled compound. MS (ESI) m/z 276 (M+H)+; 1H NMR (DMSO) δ 4.99 (m, 1H), 4.86 (t, 1H), 4.2... Starting materials: ClCC(=O)N1[C@@H](CC[C@@H]1C#C)C#N ((2S,5R)-1-(chloroacetyl)-5-ethynylpyrrolidine-2-carbonitrile), NC1(CCCC1)CO (1-amino-1-cyclopentanemethanol). Solvent: C(C)#N (acetonitrile). Reaction conditions: time 18 hour. Product: C(#C)[C@H]1CC[C@H](N1C(CNC1(CCCC1)CO)=O)C#N ((2S,5R)-5-ethynyl-1-{N-(1-(hydroxymethyl)cyclopentyl)glycyl}pyrrolidine-2-carbonitrile). Starting materials: COc1ccc(-c2cc(CN3CCN(C(=O)OC(C)(C)C)CC3)c(=O)n(CC3CC3)n2)cc1F, O=C([O-])[O-], [K+], [K+], O, O=C(O)C(F)(F)F. Product: COc1ccc(-c2cc(CN3CCNCC3)c(=O)n(CC3CC3)n2)cc1F. RXN SMILES: [C:1]([O:2][C:3](=[O:4])[N:8]1[CH2:9][CH2:10][N:11]([CH2:14][c:15]2[c:16](=[O:34])[n:17]([CH2:30][CH:31]3[CH2:32][CH2:33]3)[n:18][c:19](-[c:21]3[cH:22][c:23]([F:29])[c:24]([O:27][CH3:28])[cH:25][cH:26]3)[cH:20]2)[CH2:12][CH2:13]1)([CH3:5])([CH3:6])[CH3:7].[C:36](=[O:37])([O-:38])[O-:39].[K+:40].[K+:41].[OH2:35].[OH:42][C:43]([C:44]([F:45])([F:46])[F:47])=[O:48]>>[NH:8]1[CH2:9][CH2:10][N:11]([CH2:14][c:15]2[c:16](=[O:34])[n:17]([CH2:30][CH:31]3[CH2:32][CH2:33]3)[n:18][c:19](-[c:21]3[cH:22][c:23]([F:29])[c:24]([O:27][CH3:28])[cH:25][cH:26]3)[cH:20]2)[CH2:12][CH2:13]1.